This data is from the Open Reaction Database (ORD), a public repository of structured organic reaction records. The task is: describe an organic reaction: reactants, conditions, products, and yield Reactants: CC(=O)O, Cc1cc(C#N)nc2cc3c(cc12)OC(C)(C)C(O)C3NCCc1ccccc1. RXN SMILES: [CH3:30][C:31](=[O:32])[OH:33].[OH:1][CH:2]1[CH:3]([NH:21][CH2:22][CH2:23][c:24]2[cH:25][cH:26][cH:27][cH:28][cH:29]2)[c:4]2[c:5]([cH:6][c:7]3[c:8]([CH3:16])[cH:9][c:10]([C:14]#[N:15])[n:11][c:12]3[cH:13]2)[O:17][C:18]1([CH3:19])[CH3:20]>>[OH:1][CH:2]1[CH:3]([NH:21][CH2:22][CH2:23][c:24]2[cH:25][cH:26][cH:27][cH:28][cH:29]2)[c:4]2[c:5]([cH:6][c:7]3[c:8]([CH3:16])[cH:9][c:10]([CH2:14][NH2:15])[n:11][c:12]3[cH:13]2)[O:17][C:18]1([CH3:19])[CH3:20]. Product: Cc1cc(CN)nc2cc3c(cc12)OC(C)(C)C(O)C3NCCc1ccccc1. The reactants are CCOC(=O)c1cnn(Cc2cc(-c3cccc(C(F)(F)F)c3)oc2C)c1, CCO, Cl, [Na+], [OH-]. The product is Cc1oc(-c2cccc(C(F)(F)F)c2)cc1Cn1cc(C(=O)O)cn1. RXN SMILES: [CH3:1][c:2]1[o:3][c:4](-[c:18]2[cH:19][c:20]([C:24]([F:25])([F:26])[F:27])[cH:21][cH:22][cH:23]2)[cH:5][c:6]1[CH2:7][n:8]1[n:9][cH:10][c:11]([C:13](=[O:14])[O:15][CH2:16][CH3:17])[cH:12]1.[CH3:31][CH2:32][OH:33].[ClH:30].[Na+:29].[OH-:28]>>[CH3:1][c:2]1[o:3][c:4](-[c:18]2[cH:19][c:20]([C:24]([F:25])([F:26])[F:27])[cH:21][cH:22][cH:23]2)[cH:5][c:6]1[CH2:7][n:8]1[n:9][cH:10][c:11]([C:13](=[O:14])[OH:15])[cH:12]1. The reactants are CN1C(N(C2=C(C1=O)C(=C(S2)CC2=CNC1=C(C=CC=C21)C)C(=O)O)CC(C)C)=O (1,2,3,4-Tetrahydro-3-methyl-6-[7-methyl-1H-indol-3-ylmethyl]-1-(isobutyl)-2,4-dioxothieno[2,3-d]pyrimidine-5-carboxylic acid), Cl.O[C@H]1CNOC1 ((S)-4-hydroxyisoxazolidine hydrochloride). Product: OC1CN(OC1)C(=O)C1=C(SC=2N(C(N(C(C21)=O)C)=O)CC(C)C)CC2=CNC1=C(C=CC=C21)C (5-[[4-Hydroxyisoxazolidin-2-yl]carbonyl]-3-methyl-6-[7-methyl-1H-indol-3-ylmethyl]-1-(isobutyl)thieno[2,3-d]pyrimidine-2,4(1H,3H)-dione). Reaction SMILES: [CH3:1][N:2]1[C:7](=[O:8])[C:6]2[C:9]([C:23]([OH:25])=O)=[C:10]([CH2:12][C:13]3[C:21]4[C:16](=[C:17]([CH3:22])[CH:18]=[CH:19][CH:20]=4)[NH:15][CH:14]=3)[S:11][C:5]=2[N:4]([CH2:26][CH:27]([CH3:29])[CH3:28])[C:3]1=[O:30].Cl.[OH:32][C@@H:33]1[CH2:37][O:36][NH:35][CH2:34]1>>[OH:32][CH:33]1[CH2:37][O:36][N:35]([C:23]([C:9]2[C:6]3[C:7](=[O:8])[N:2]([CH3:1])[C:3](=[O:30])[N:4]([CH2:26][CH:27]([CH3:29])[CH3:28])[C:5]=3[S:11][C:10]=2[CH2:12][C:13]2[C:21]3[C:16](=[C:17]([CH3:22])[CH:18]=[CH:19][CH:20]=3)[NH:15][CH:14]=2)=[O:25])[CH2:34]1 |f:1.2|. Procedure: Prepared using the procedure described in example 1 part g) from the product of step b) and (S)-4-hydroxyisoxazolidine hydrochloride [Example 1 part b] to give the title compound after purification by flash silica chromatography eluting with 0-3% methanol in ethyl acetate and recrystallisation from ethyl acetate:isohexane (9:1). MS (APCI) 497.1 [M+H] δ 1HDMSO 0.81-0.84 (6H,m), 2-2.1 (1H, m), 2.44 (3H, s), 3.2 (3H, s), 3.5-3.9 (6H, 3m), 4.1-4.2 (2H, m), 4.7-4.8 (1H,2m), 5.5 (1H, d), 6.82-6.87 (2H... Product: [N+](=O)([O-])C1=C2NC(C(NC2=CC(=C1CC)CC)=O)=O (5-Nitro-6,7-diethyl-1,4-dihydroquinoxaline-2,3-dione). Yield: 69.1%. The solvent is O (Water). RXN SMILES: [CH2:1]([C:3]1[C:12]([CH2:13][CH3:14])=[CH:11][C:10]2[C:5](=[N:6][C:7](=[O:16])[C:8](=[O:15])[N:9]=2)[CH:4]=1)[CH3:2].FC(F)(F)C(O)=O.[N+:24]([O-])([O-:26])=[O:25].[K+]>O>[N+:24]([C:11]1[C:12]([CH2:13][CH3:14])=[C:3]([CH2:1][CH3:2])[CH:4]=[C:5]2[C:10]=1[NH:9][C:8](=[O:15])[C:7](=[O:16])[NH:6]2)([O-:26])=[O:25] |f:2.3|. Procedure details: 6,7-Diethyl-2,3-quinoxalinedione 25 (218 mg, 1.0 mmol) was added to trifluoroacetic acid (8 mL; Sigma). To this suspension was added potassium nitrate (121.2 mg, 1.2 mmol; Baker) in one portion with stirring under N2. The reaction was stirred at room temperature for 48 h. Trifluoroacetic acid was evaporated in vacuo to give a residue. Water (10 mL) was added to this residue with vigorous stirring. A yellow solid precipitated, which was collected by suction filtration and dried in vacuo to give 1... The reactants are C(C)C1=CC2=NC(C(N=C2C=C1CC)=O)=O (6,7-Diethyl-2,3-quinoxalinedione), FC(C(=O)O)(F)F (trifluoroacetic acid), [N+](=O)([O-])[O-].[K+] (potassium nitrate). Reactants: CC(=O)OCC1OC(Br)C(OC(C)=O)C(OC(C)=O)C1OC(C)=O, [N-]=[N+]=[N-], [Na+], CN(C)C=O, O. The product is CC(=O)OCC1OC(N=[N+]=[N-])C(OC(C)=O)C(OC(C)=O)C1OC(C)=O. As a reaction SMILES: [C:1]([CH3:2])(=[O:3])[O:4][CH:5]1[CH:6]([Br:24])[O:7][CH:8]([CH2:19][O:20][C:21]([CH3:22])=[O:23])[CH:9]([O:15][C:16]([CH3:17])=[O:18])[CH:10]1[O:11][C:12]([CH3:13])=[O:14].[N-:26]=[N+:27]=[N-:28].[Na+:25].[O:30]=[CH:31][N:32]([CH3:33])[CH3:34].[OH2:29]>>[C:1]([CH3:2])(=[O:3])[O:4][CH:5]1[CH:6]([N:26]=[N+:27]=[N-:28])[O:7][CH:8]([CH2:19][O:20][C:21]([CH3:22])=[O:23])[CH:9]([O:15][C:16]([CH3:17])=[O:18])[CH:10]1[O:11][C:12]([CH3:13])=[O:14]. Reactants: CNC, CC[O-], CCO, CCOC(=O)c1ccc2cc(CCCCN)oc2c1, [Na+]. Yields the product CN(C)C(=O)c1ccc2cc(CCCCN)oc2c1. Reaction SMILES: [CH3:20][NH:21][CH3:22].[CH3:24][CH2:25][O-:26].[CH3:27][CH2:28][OH:29].[NH2:1][CH2:2][CH2:3][CH2:4][CH2:5][c:6]1[o:7][c:8]2[c:9]([cH:10]1)[cH:11][cH:12][c:13]([C:15]([O:17][CH2:16][CH3:18])=[O:19])[cH:14]2.[Na+:23]>>[NH2:1][CH2:2][CH2:3][CH2:4][CH2:5][c:6]1[o:7][c:8]2[c:9]([cH:10]1)[cH:11][cH:12][c:13]([C:15](=[O:17])[N:21]([CH3:20])[CH3:22])[cH:14]2. The reactants are brominated styrene, C1=CC(=CC=C1Cl)Cl (dichlorobenzene), C(C(=C)C)(=O)OCC1CO1 (glycidyl methacrylate), C1(=CC=CC=C1)C(=C)CC(C)(C)C1=CC=CC=C1 (2,4-diphenyl-4-methyl-1-pentene), VAZO-52, solution. Reaction conditions: temperature 190 celsius, time 42.5 minute. Yields the product CC(=C)C1=CC=CC=C1.CC(=C)C1=CC=CC=C1 (α-methyl Styrene Dimer). Yield: 8760.3%. Reaction SMILES: C1C(Cl)=CC=C(Cl)C=1.C(OCC1OC1)(=O)C(C)=C.[C:19]1([C:25]([CH2:27]C(C2C=CC=CC=2)(C)C)=[CH2:26])[CH:24]=[CH:23][CH:22]=[CH:21][CH:20]=1>>[CH3:27][C:25]([C:19]1[CH:24]=[CH:23][CH:22]=[CH:21][CH:20]=1)=[CH2:26].[CH3:27][C:25]([C:19]1[CH:24]=[CH:23][CH:22]=[CH:21][CH:20]=1)=[CH2:26] |f:3.4|. Procedure: Using the same procedure and equipment as in Example 1, the flask was charged with brominated styrene monomer (1004.2), dichlorobenzene (492 g), glycidyl methacrylate (5.11 g, 0.0359 mol), 2,4-diphenyl-4-methyl-1-pentene (20.13 g, 0.0851 mol) (α-methyl styrene dimer) and VAZO-52™ (1.03 g, 4.15 mmol). The solution was heated to about. 90° C. until exotherm. It then reached a peak temperature of 141° C. after which the mixture was heated to 190° C. over 5-10 min and held at 190° C. for 40-45 min. ...